This data is from the Open Reaction Database (ORD), a public repository of structured organic reaction records. The task is: describe an organic reaction: reactants, conditions, products, and yield Reactants: Cl.O=C1C=CC(=CN1CC1=CC=CC=C1)C1(CCCCC1)NC=O (N-[1-[1,6-dihydro-6-oxo-1-(phenylmethyl)-3-pyridinyl]-cyclohexyl]formamide hydrochloride). Run in CO (methanol). Product: Cl.NC1(CCCCC1)C=1C=CC(N(C1)CC1=CC=CC=C1)=O (5-(1-aminocyclohexyl)-1-(phenylmethyl)-2(1H)-pyridinone hydrochloride). RXN SMILES: [ClH:1].[O:2]=[C:3]1[N:8]([CH2:9][C:10]2[CH:15]=[CH:14][CH:13]=[CH:12][CH:11]=2)[CH:7]=[C:6]([C:16]2([NH:22]C=O)[CH2:21][CH2:20][CH2:19][CH2:18][CH2:17]2)[CH:5]=[CH:4]1>CO>[ClH:1].[NH2:22][C:16]1([C:6]2[CH:5]=[CH:4][C:3](=[O:2])[N:8]([CH2:9][C:10]3[CH:11]=[CH:12][CH:13]=[CH:14][CH:15]=3)[CH:7]=2)[CH2:21][CH2:20][CH2:19][CH2:18][CH2:17]1 |f:0.1,3.4|. Procedure details: A solution of N-[1-[1,6-dihydro-6-oxo-1-(phenylmethyl)-3-pyridinyl]-cyclohexyl]formamide hydrochloride (13.4 g) in 200 ml of methanol was heated at reflux for 17 hours. The mixture was cooled, and the resultant crystals were collected, affording 5.6 g of analytically pure 5-(1-aminocyclohexyl)-1-(phenylmethyl)-2(1H)-pyridinone hydrochloride, m.p. 248°-250° C. (dec). Reactants: BrC=1C=C2C=CC(=CC2=CC1)C(C)=O (1-(6-bromo-2-naphthyl)ethanone), C[Si](C)(C)C(F)(F)F (trimethylsilyl trifluoromethane), CO.Cl (methanol hydrogen chloride). Reagents/catalysts: C(C)(=O)[O-].[Li+] (lithium acetate). The solvent is CN(C)C=O (DMF). Conditions: time 12 hour. The product is BrC=1C=C2C=CC(=CC2=CC1)C(C(F)(F)F)(C)O (2-(6-bromo-2-naphthyl)-1,1,1-trifluoropropan-2-ol). The yield is 79.3%. RXN SMILES: [Br:1][C:2]1[CH:3]=[C:4]2[C:9](=[CH:10][CH:11]=1)[CH:8]=[C:7]([C:12](=[O:14])[CH3:13])[CH:6]=[CH:5]2.C[Si]([C:19]([F:22])([F:21])[F:20])(C)C.CO.Cl>C([O-])(=O)C.[Li+].CN(C=O)C>[Br:1][C:2]1[CH:3]=[C:4]2[C:9](=[CH:10][CH:11]=1)[CH:8]=[C:7]([C:12]([OH:14])([CH3:13])[C:19]([F:22])([F:21])[F:20])[CH:6]=[CH:5]2 |f:2.3,4.5|. Procedure: To a DMF (25 ml) solution of 1-(6-bromo-2-naphthyl)ethanone (1230 mg, 4.94 mmol), trimethylsilyl trifluoromethane (1050 mg, 7.41 mmol) and lithium acetate (16.3 mg, 0.247 mmol) were added and the mixture was stirred for 12 hours at room temperature. Then, the reaction was quenched with ethyl acetate and water, then the organic layer was separated and dried over sodium sulfate. The solvent was evaporated to give the residue which was treated with methanol-hydrogen chloride to give the product (1.... Reactants: FC(F)(F)c1nnc2ccc(N3CC4CNCC4C3)nn12, COc1cccc(C=O)c1. The product is COc1cccc(CN2CC3CN(c4ccc5nnc(C(F)(F)F)n5n4)CC3C2)c1. RXN SMILES: [CH2:1]1[N:2]([c:9]2[cH:10][cH:11][c:12]3[n:13]([n:14]2)[c:15]([C:18]([F:19])([F:20])[F:21])[n:16][n:17]3)[CH2:3][CH:4]2[CH:5]1[CH2:6][NH:7][CH2:8]2.[CH3:22][O:23][c:24]1[cH:25][c:26]([CH:27]=[O:28])[cH:29][cH:30][cH:31]1>>[CH2:1]1[N:2]([c:9]2[cH:10][cH:11][c:12]3[n:13]([n:14]2)[c:15]([C:18]([F:19])([F:20])[F:21])[n:16][n:17]3)[CH2:3][CH:4]2[CH:5]1[CH2:6][N:7]([CH2:27][c:26]1[cH:25][c:24]([O:23][CH3:22])[cH:31][cH:30][cH:29]1)[CH2:8]2. The reactants are CC(=O)O[Al]OC=O.O (aluminum formoacetate), [Al] (aluminum), [Al] (aluminum), [Al] (aluminum), [N+](=O)(O)[O-] (HNO3). Solvent: O (water), O (water), O (water). Reaction conditions: time 1 hour. The product is [N+](=O)([O-])[O-].[Al+3].[N+](=O)([O-])[O-].[N+](=O)([O-])[O-] (aluminum nitrate). Reaction SMILES: [Al:1].CC(O[Al]OC=O)=O.O.[N+:11]([O-:14])([OH:13])=[O:12]>O>[N+:11]([O-:14])([O-:13])=[O:12].[Al+3:1].[N+:11]([O-:14])([O-:13])=[O:12].[N+:11]([O-:14])([O-:13])=[O:12] |f:1.2,5.6.7.8,^1:4|. Procedure details: Next an alumina precursor, basic aluminum nitroformoacetate (ANFA), was prepared. A solution was prepared by dissolving aluminum formoacetate (for preparation see Kirk-Othmer, Encyclopedia of Chemical Technology, 3d edition, Vol. 2, 202-204 (1978); Al: carboxylate=1:2; formate: acetate=1:1) in water with heating to yield a 6.4 wt. % fired solids content solution. A basic aluminum nitrate solution was prepared by charging a thick walled flask with 300 g of deionized water and 62.9 ml of concentra... The reactants are CC(=O)OC=1C=CC=CC1C(=O)O (aspirin), CC(=O)OC=1C=CC=CC1C(=O)O (aspirin), Nitro, O.C([O-])([O-])=O.[Na+].[Na+] (sodium carbonate hydrate), OS(=O)(=O)O (H2SO4), C(C=1C(O)=CC=CC1)(=O)O (salicylic acid). The solvent is O (water), O (water). Conditions: time 15 minute. Product: C(C)(=O)OC=1C(C(=O)[O-])=CC=CC1.[Na+] (sodium acetylsalicylate). RXN SMILES: [CH3:1][C:2]([O:4][C:5]1[CH:6]=[CH:7][CH:8]=[CH:9][C:10]=1[C:11]([OH:13])=[O:12])=[O:3].O.C(=O)([O-])[O-].[Na+:19].[Na+].OS(O)(=O)=O.C(O)(=O)C1C(=CC=CC=1)O>O>[C:2]([O:4][C:5]1[C:10](=[CH:9][CH:8]=[CH:7][CH:6]=1)[C:11]([O-:13])=[O:12])(=[O:3])[CH3:1].[Na+:19] |f:1.2.3.4,8.9|. Procedure: An aqueous solution of sodium acetylsalicylate was prepared using 100.0 g. of aspirin, 34.6 g. of sodium carbonate hydrate and 1,425 ml. water at room temperature (25° C.). After solution of all solids had occurred, 30.0 g. of instant tea was added while stirring at room temperature. To the aqueous solution was added with rapid stirring in less than 30 seconds 280 ml. of 2N H2SO4 and stirring was continued for 15 minutes at room temperature. The pH of the reaction after acidification was 3.3. Th... Reactants: C(C1=CC=CC=C1)N(C(=O)C1=CC=C(C=C1)NC(=O)N1CC2=CC=CC=C2C1)CCCN1CCOCC1 (N-(4-{benzyl[3-(morpholin-4-yl)propyl]carbamoyl}phenyl)-1,3-dihydro-2H-isoindole-2-carboxamide), Cl (HCl). The solvent is C1CCOC1 (THF), CO (methanol). Conditions: temperature 60 celsius, time 30 minute. The product is C(C1=CC=CC=C1)N(CCCN1CCOCC1)CC1=CC=C(C=C1)NC(=O)N1CC2=CC=CC=C2C1 (N-[4-({benzyl[3-(morpholin-4-yl)propyl]amino}methyl)phenyl]-1,3-dihydro-2H-isoindole-2-carboxamide). RXN SMILES: [CH2:1]([N:8]([CH2:29][CH2:30][CH2:31][N:32]1[CH2:37][CH2:36][O:35][CH2:34][CH2:33]1)[C:9]([C:11]1[CH:16]=[CH:15][C:14]([NH:17][C:18]([N:20]2[CH2:28][C:27]3[C:22](=[CH:23][CH:24]=[CH:25][CH:26]=3)[CH2:21]2)=[O:19])=[CH:13][CH:12]=1)=O)[C:2]1[CH:7]=[CH:6][CH:5]=[CH:4][CH:3]=1.Cl>C1COCC1.CO>[CH2:1]([N:8]([CH2:9][C:11]1[CH:16]=[CH:15][C:14]([NH:17][C:18]([N:20]2[CH2:21][C:22]3[C:27](=[CH:26][CH:25]=[CH:24][CH:23]=3)[CH2:28]2)=[O:19])=[CH:13][CH:12]=1)[CH2:29][CH2:30][CH2:31][N:32]1[CH2:33][CH2:34][O:35][CH2:36][CH2:37]1)[C:2]1[CH:3]=[CH:4][CH:5]=[CH:6][CH:7]=1. Procedure details: To a stirring suspension of N-(4-{benzyl[3-(morpholin-4-yl)propyl]carbamoyl}phenyl)-1,3-dihydro-2H-isoindole-2-carboxamide (0.028 g, 0.056 mmol) in THF (1.1 ml) was added 1M borane tetrahydrofuran complex (0.225 ml, 0.225 mmol) dropwise. The mixture was heated at 60° C. for 5 hours. Additional borane complex (0.084 mL) was added and reaction was heated at 60° C. for 1 hour. The reaction was cooled to ambient temperature and 0.3 mL of 1.25 M HCl in methanol was added. The quenched reaction was st...